describe an organic reaction: reactants, conditions, products, and yield From a dataset of the Open Reaction Database (ORD), a public repository of structured organic reaction records. Reactants: [Al+3], C=CCC1c2ccc(OCOC)cc2OC(=O)C1(CC)c1ccc(OCOC)cc1, CCOC(C)=O, [Cl-], [H-], [H-], [H-], [H-], [Li+], [NH4+], C1CCOC1. Product: C=CCC(c1ccc(OCOC)cc1O)C(CC)(CO)c1ccc(OCOC)cc1. RXN SMILES: [Al+3:32].[CH2:1]([CH3:2])[C:3]1([c:21]2[cH:22][cH:23][c:24]([O:27][CH2:28][O:29][CH3:30])[cH:25][cH:26]2)[C:4](=[O:20])[O:5][c:6]2[cH:7][c:8]([O:16][CH2:17][O:18][CH3:19])[cH:9][cH:10][c:11]2[CH:12]1[CH2:13][CH:14]=[CH2:15].[CH3:37][CH2:38][O:39][C:40](=[O:41])[CH3:42].[Cl-:43].[H-:31].[H-:34].[H-:35].[H-:36].[Li+:33].[NH4+:44].[O:45]1[CH2:46][CH2:47][CH2:48][CH2:49]1>>[CH2:1]([CH3:2])[C:3]([CH2:4][OH:20])([CH:12]([c:11]1[c:6]([OH:5])[cH:7][c:8]([O:16][CH2:17][O:18][CH3:19])[cH:9][cH:10]1)[CH2:13][CH:14]=[CH2:15])[c:21]1[cH:22][cH:23][c:24]([O:27][CH2:28][O:29][CH3:30])[cH:25][cH:26]1. Reactants: C, CN(C(=O)Nc1ccc(F)cc1)c1ccc(OCc2ccccc2)cc1F, CO, [Pd]. The product is CN(C(=O)Nc1ccc(F)cc1)c1ccc(O)cc1F. RXN SMILES: [C:30].[CH2:1]([c:2]1[cH:3][cH:4][cH:5][cH:6][cH:7]1)[O:8][c:9]1[cH:10][c:11]([F:27])[c:12]([N:15]([C:16](=[O:17])[NH:18][c:19]2[cH:20][cH:21][c:22]([F:25])[cH:23][cH:24]2)[CH3:26])[cH:13][cH:14]1.[CH3:28][OH:29].[Pd:31]>>[OH:8][c:9]1[cH:10][c:11]([F:27])[c:12]([N:15]([C:16](=[O:17])[NH:18][c:19]2[cH:20][cH:21][c:22]([F:25])[cH:23][cH:24]2)[CH3:26])[cH:13][cH:14]1. Starting materials: COC(=O)C1=CC=C2[C@H](CCSC2=C1)N ((S)-4-aminothiochromane-7-carboxylic acid methyl ester), C(C1=CC=CC=C1)OC(=O)Cl (benzyloxycarbonyl chloride). Yields the product COC(=O)C1=CC=C2[C@H](CCSC2=C1)NC(=O)OCC1=CC=CC=C1 ((S)-4-(benzyloxycarbonylamino)thiochromane-7-carboxylic acid methyl ester). As a reaction SMILES: [CH3:1][O:2][C:3]([C:5]1[CH:14]=[C:13]2[C:8]([C@@H:9]([NH2:15])[CH2:10][CH2:11][S:12]2)=[CH:7][CH:6]=1)=[O:4].[CH2:16]([O:23][C:24](Cl)=[O:25])[C:17]1[CH:22]=[CH:21][CH:20]=[CH:19][CH:18]=1>>[CH3:1][O:2][C:3]([C:5]1[CH:14]=[C:13]2[C:8]([C@@H:9]([NH:15][C:24]([O:23][CH2:16][C:17]3[CH:22]=[CH:21][CH:20]=[CH:19][CH:18]=3)=[O:25])[CH2:10][CH2:11][S:12]2)=[CH:7][CH:6]=1)=[O:4]. Procedure details: By a similar reaction operation as in Starting Material Synthetic Example 4 using (S)-4-aminothiochromane-7-carboxylic acid methyl ester (3.80 g) and benzyloxycarbonyl chloride (3.65 ml), the objective (S)-4-(benzyloxycarbonylamino)thiochromane-7-carboxylic acid methyl ester (5.02 g) was obtained as colorless crystals. The reactants are [BH4-].[Na+] (sodium borohydride), C(C1=CC=CC=C1)OC1=C(C=C(C=C1)C(C(C)N1CCC(CC1)(C1=CC=CC=C1)O)=O)OC (1-(4-benzyloxy-3-methoxyphenyl)-2-(4-hydroxy-4-phenyl-piperidin-1-yl)-propan-1-one). Run in C(C)O (ethanol). Reaction conditions: time 10 minute. Yields the product C(C1=CC=CC=C1)OC1=C(C=C(C=C1)[C@H]([C@@H](C)N1CCC(CC1)(C1=CC=CC=C1)O)O)OC ((1R*,2R*)-1-(4-benzyloxy-3-methoxyphenyl)-2-(4-hydroxy-4-phenyl-piperidin-1-yl)-propan-1-ol). The yield is 41.3%. As a reaction SMILES: [BH4-].[Na+].[CH2:3]([O:10][C:11]1[CH:16]=[CH:15][C:14]([C:17](=[O:33])[CH:18]([N:20]2[CH2:25][CH2:24][C:23]([OH:32])([C:26]3[CH:31]=[CH:30][CH:29]=[CH:28][CH:27]=3)[CH2:22][CH2:21]2)[CH3:19])=[CH:13][C:12]=1[O:34][CH3:35])[C:4]1[CH:9]=[CH:8][CH:7]=[CH:6][CH:5]=1>C(O)C>[CH2:3]([O:10][C:11]1[CH:16]=[CH:15][C:14]([C@@H:17]([OH:33])[C@H:18]([N:20]2[CH2:25][CH2:24][C:23]([OH:32])([C:26]3[CH:27]=[CH:28][CH:29]=[CH:30][CH:31]=3)[CH2:22][CH2:21]2)[CH3:19])=[CH:13][C:12]=1[O:34][CH3:35])[C:4]1[CH:5]=[CH:6][CH:7]=[CH:8][CH:9]=1 |f:0.1|. Procedure: A mixture of sodium borohydride (0.10 g, 2.64 mmol) and ethanol (5 mL) was stirred 10 min and then 1-(4-benzyloxy-3-methoxyphenyl)-2-(4-hydroxy-4-phenyl-piperidin-1-yl)-propan-1-one (1.13 g, 2.54 mmol in 25 mL of ethanol) was added. The reaction was stirred at ambient temperature overnight. The reaction was quenched with water and concentrated at reduced pressure and 40° C. The residue was partitioned between ethyl acetate and water. The phases were separated and the organic layer was washed wit... The reactants are 1-cyclopentyl-6-[(3,4-trans)-4-methyl-1-(pyridin-3-ylmethyl)pyrrolidin-3-yl]-1,5-dihydro-4H-pyrazolo[3,4-d]pyrimidin-4-one, C(C)(C)N1N=CC2=C1N=C(NC2=O)[C@@H]2CNC[C@H]2C (1-isopropyl-6-[(3S,4S)-4-methylpyrrolidin-3-yl]-1H-pyrazolo[3,4-d]pyrimidin-4(5H)-one), N1=CC(=CC2=CC=CC=C12)C=O (quinoline-3-carbaldehyde). Product: C(C)(C)N1N=CC2=C1N=C(NC2=O)[C@@H]2CN(C[C@H]2C)CC=2C=NC1=CC=CC=C1C2 (1-isopropyl-6-[(3S,4S)-4-methyl-1-(quinolin-3-ylmethyl)pyrrolidin-3-yl]-1,5-dihydro-4H-pyrazolo[3,4-d]pyrimidin-4-one). Reaction SMILES: [CH:1]([N:4]1[C:8]2[N:9]=[C:10]([C@H:14]3[C@H:18]([CH3:19])[CH2:17][NH:16][CH2:15]3)[NH:11][C:12](=[O:13])[C:7]=2[CH:6]=[N:5]1)([CH3:3])[CH3:2].[N:20]1[C:29]2[C:24](=[CH:25][CH:26]=[CH:27][CH:28]=2)[CH:23]=[C:22]([CH:30]=O)[CH:21]=1>>[CH:1]([N:4]1[C:8]2[N:9]=[C:10]([C@H:14]3[C@H:18]([CH3:19])[CH2:17][N:16]([CH2:30][C:22]4[CH:21]=[N:20][C:29]5[C:24]([CH:23]=4)=[CH:25][CH:26]=[CH:27][CH:28]=5)[CH2:15]3)[NH:11][C:12](=[O:13])[C:7]=2[CH:6]=[N:5]1)([CH3:3])[CH3:2]. Procedure details: Following the procedure for the preparation of 1-cyclopentyl-6-[(3,4-trans)-4-methyl-1-(pyridin-3-ylmethyl)pyrrolidin-3-yl]-1,5-dihydro-4H-pyrazolo[3,4-d]pyrimidin-4-one but substituting 1-isopropyl-6-[(3S,4S)-4-methylpyrrolidin-3-yl]-1H-pyrazolo[3,4-d]pyrimidin-4(5H)-one and quinoline-3-carbaldehyde provided the title compound. 400 MHz 1H NMR (CD3OD) δ 11.0 (brs, 1H), 8.87 (d, J=2.1 Hz, 1H), 8.29 (s, 1H), 8.07 (d, J=8.3 Hz, 1H), 8.02 (s, 1H), 7.90-7.88 (m, 1H), 7.70-7.66 (m, 1H), 7.56-7.51 (m, ... Reactants: C1COCCN1, CCOC(=O)c1cnc(S(C)(=O)=O)nc1, COCCOC, ClCCl. Product: CCOC(=O)c1cnc(N2CCOCC2)nc1. As a reaction SMILES: [CH2:16]1[CH2:17][O:18][CH2:19][CH2:20][NH:21]1.[CH3:1][S:2](=[O:3])(=[O:4])[c:5]1[n:6][cH:7][c:8]([C:11](=[O:12])[O:13][CH2:14][CH3:15])[cH:9][n:10]1.[CH3:22][O:23][CH2:24][CH2:25][O:26][CH3:27].[Cl:28][CH2:29][Cl:30]>>[c:5]1([N:21]2[CH2:16][CH2:17][O:18][CH2:19][CH2:20]2)[n:6][cH:7][c:8]([C:11](=[O:12])[O:13][CH2:14][CH3:15])[cH:9][n:10]1. Reactants: NC1=NC2=C(C=3C=C(C=NC13)CCC1=C(C=C(C=C1)OC)C)C=CC(=C2)C(C(F)(F)P(OCC)(OCC)=O)=O (diethyl 2-(5-amino-2-(4-methoxy-2-methylphenethyl)benzo[f][1,7]naphthyridin-8-yl)-1,1-difluoro-2-oxoethylphosphonate), [Si](C)(C)(C)I (TMSI), [Si](C)(C)(C)I (TMSI). The solvent is C(Cl)Cl (DCM). Conditions: time 30 minute. The product is NC1=NC2=C(C=3C=C(C=NC13)CCC1=C(C=C(C=C1)OC)C)C=CC(=C2)C(C(F)(F)P(O)(O)=O)=O (2-(5-amino-2-(4-methoxy-2-methylphenethyl)benzo[f][1,7]naphthyridin-8-yl)-1,1-difluoro-2-oxoethylphosphonic acid). RXN SMILES: [NH2:1][C:2]1[C:11]2[N:10]=[CH:9][C:8]([CH2:12][CH2:13][C:14]3[CH:19]=[CH:18][C:17]([O:20][CH3:21])=[CH:16][C:15]=3[CH3:22])=[CH:7][C:6]=2[C:5]2[CH:23]=[CH:24][C:25]([C:27](=[O:39])[C:28]([P:31](=[O:38])([O:35]CC)[O:32]CC)([F:30])[F:29])=[CH:26][C:4]=2[N:3]=1.[Si](I)(C)(C)C>C(Cl)Cl>[NH2:1][C:2]1[C:11]2[N:10]=[CH:9][C:8]([CH2:12][CH2:13][C:14]3[CH:19]=[CH:18][C:17]([O:20][CH3:21])=[CH:16][C:15]=3[CH3:22])=[CH:7][C:6]=2[C:5]2[CH:23]=[CH:24][C:25]([C:27](=[O:39])[C:28]([P:31](=[O:32])([OH:35])[OH:38])([F:29])[F:30])=[CH:26][C:4]=2[N:3]=1. Reported procedure: To a solution of diethyl 2-(5-amino-2-(4-methoxy-2-methylphenethyl)benzo[f][1,7]naphthyridin-8-yl)-1,1-difluoro-2-oxoethylphosphonate (2-4) (1.0 equiv.) in DCM (0.05 M) at 0° C. was added TMSI (5.0 equiv.). The reaction was warmed to room temperature over 2 hours, and more TMSI was added (2.5 equiv.). The reaction was stirred for another 30 minutes, and then quenched with small amounts of water. The DCM was removed by evaporation, and then added DMSO/water. The mixture was adjusted to pH 9 and d... Reactants: COC(\C(=C\OC)\C1=C(C=CC=C1)COC1=C(C=C(C=C1)[N+](=O)[O-])F)=O ((E)-methyl-2-[2-((2-fluoro-4-nitrophenoxy)methyl)phenyl]-3-methoxyacrylate), [H][H] (hydrogen). The reagents and catalysts are [Pd] (palladium/carbon). The solvent is CO (methanol), C(C)(=O)OCC (ethyl acetate). Reaction conditions: time 18 hour. Product: COC(\C(=C\OC)\C1=C(C=CC=C1)COC1=C(C=C(C=C1)N)F)=O ((E)-methyl-2-[2-((2-fluoro-4-aminophenoxy)methyl)phenyl]-3-methoxyacrylate). Yield: 93.9%. RXN SMILES: [CH3:1][O:2][C:3](=[O:26])/[C:4](/[C:8]1[CH:13]=[CH:12][CH:11]=[CH:10][C:9]=1[CH2:14][O:15][C:16]1[CH:21]=[CH:20][C:19]([N+:22]([O-])=O)=[CH:18][C:17]=1[F:25])=[CH:5]/[O:6][CH3:7].[H][H]>CO.C(OCC)(=O)C.[Pd]>[CH3:1][O:2][C:3](=[O:26])/[C:4](/[C:8]1[CH:13]=[CH:12][CH:11]=[CH:10][C:9]=1[CH2:14][O:15][C:16]1[CH:21]=[CH:20][C:19]([NH2:22])=[CH:18][C:17]=1[F:25])=[CH:5]/[O:6][CH3:7]. Procedure details: 1.0 g (2.7 mmol) of the compound obtained in Step 1 was dissolved in a mixture of 5 ml of methanol and 5 ml of ethyl acetate, and 200 mg of 10% palladium/carbon was added thereto. The resulting mixture was placed in a hydrogenation reactor, and hydrogen gas was introduced therein with stirring the mixture for 18 hours. The reaction mixture was filtered through Cellite, and concentrated under a reduced pressure. The residue was subjected to column chromatography using 40% ethyl acetate/hexane as ...